From a dataset of the Open Reaction Database (ORD), a public repository of structured organic reaction records. describe an organic reaction: reactants, conditions, products, and yield Reactants: NC[C@H]1C[C@@H](C[C@H]1O)C(=O)NC1=C(C=NC2=CC=C(N=C12)OC)F ((±)-(1S,3R,4R)-3-(aminomethyl)-N-[3-fluoro-6-(methyloxy)-1,5-naphthyridin-4-yl]-4-hydroxycyclopentanecarboxamide), O=C1CSC2=C(N1)N=C(C=C2)C=O (3-oxo-3,4-dihydro-2H-pyrido[1,4]thiazine-6-carboxaldehyde), [BH-](OC(=O)C)(OC(=O)C)OC(=O)C.[Na+] (NaBH(OAc)3). The solvent is C(Cl)Cl (CH2Cl2), CCO (EtOH). Conditions: time 24 hour. The product is FC=1C=NC2=CC=C(N=C2C1NC(=O)[C@@H]1C[C@H]([C@H](C1)CNCC=1C=CC=2SCC(NC2N1)=O)O)OC ((±)-(1S,3R,4R)—N—[3-fluoro-6-(methyloxy)-1,5-naphthyridin-4-yl]-3-hydroxy-4-({[(3-oxo-3,4-dihydro-2H-pyrido[3,2-b][1,4]thiazin-6-yl)methyl]amino}methyl)cyclopentanecarboxamide). Yield: 18.1%. Reaction SMILES: [NH2:1][CH2:2][C@@H:3]1[C@H:7]([OH:8])[CH2:6][C@@H:5]([C:9]([NH:11][C:12]2[C:21]3[C:16](=[CH:17][CH:18]=[C:19]([O:22][CH3:23])[N:20]=3)[N:15]=[CH:14][C:13]=2[F:24])=[O:10])[CH2:4]1.[O:25]=[C:26]1[NH:31][C:30]2[N:32]=[C:33]([CH:36]=O)[CH:34]=[CH:35][C:29]=2[S:28][CH2:27]1.[BH-](OC(C)=O)(OC(C)=O)OC(C)=O.[Na+]>C(Cl)Cl.CCO>[F:24][C:13]1[CH:14]=[N:15][C:16]2[C:21]([C:12]=1[NH:11][C:9]([C@H:5]1[CH2:4][C@H:3]([CH2:2][NH:1][CH2:36][C:33]3[CH:34]=[CH:35][C:29]4[S:28][CH2:27][C:26](=[O:25])[NH:31][C:30]=4[N:32]=3)[C@H:7]([OH:8])[CH2:6]1)=[O:10])=[N:20][C:19]([O:22][CH3:23])=[CH:18][CH:17]=2 |f:2.3|. Procedure details: To a stirred solution of (±)-(1S,3R,4R)-3-(aminomethyl)-N-[3-fluoro-6-(methyloxy)-1,5-naphthyridin-4-yl]-4-hydroxycyclopentanecarboxamide (0.43 g, 1.29 mmole) in dry CH2Cl2 (25 mL) and dry EtOH (10 mL) at RT was added 3-oxo-3,4-dihydro-2H-pyrido[1,4]thiazine-6-carboxaldehyde (0.25 g, 1.29 mmole). After 24 h, at RT was added NaBH(OAc)3 (0.41 g, 1.93 mmole). After 4 h, the reaction solution was concentrated under vacuum to a solid. Purification on silica (CHCl3/MeOH, 9:1 containing 5% NH4OH) affor... The reactants are CN(C)C=O, CCOC(=O)c1ccc(-c2ccc(OCCOS(C)(=O)=O)cc2)cc1, CC(C)NC(C)C, CC(N)C(O)c1ccc(O)cc1. Yields the product CCOC(=O)c1ccc(-c2ccc(OCCNC(C)C(O)c3ccc(O)cc3)cc2)cc1. RXN SMILES: [CH3:45][N:46]([CH3:47])[CH:48]=[O:49].[CH3:8][S:9]([O:10][CH2:13][CH2:14][O:15][c:16]1[cH:17][cH:18][c:19](-[c:22]2[cH:23][cH:24][c:25]([C:28](=[O:29])[O:30][CH2:31][CH3:32])[cH:26][cH:27]2)[cH:20][cH:21]1)(=[O:11])=[O:12].[CH:1]([NH:2][CH:3]([CH3:4])[CH3:5])([CH3:6])[CH3:7].[NH2:33][CH:34]([CH:35]([OH:36])[c:37]1[cH:38][cH:39][c:40]([OH:43])[cH:41][cH:42]1)[CH3:44]>>[CH2:13]([CH2:14][O:15][c:16]1[cH:17][cH:18][c:19](-[c:22]2[cH:23][cH:24][c:25]([C:28](=[O:29])[O:30][CH2:31][CH3:32])[cH:26][cH:27]2)[cH:20][cH:21]1)[NH:33][CH:34]([CH:35]([OH:36])[c:37]1[cH:38][cH:39][c:40]([OH:43])[cH:41][cH:42]1)[CH3:44].